This data is from the Open Reaction Database (ORD), a public repository of structured organic reaction records. The task is: describe an organic reaction: reactants, conditions, products, and yield The reactants are ON1C(C=2C(C1=O)=CC=CC2)=O (N-hydroxyphthalimide), C1(=CC=CC=C1)P(C1=CC=CC=C1)C1=CC=CC=C1 (triphenylphosphine), N(=NC(=O)OC(C)C)C(=O)OC(C)C (Diisopropyl azodicarboxylate). Solvent: O1CCCC1 (tetrahydrofuran). Conditions: time 1.5 hour. The product is C1(C=2C(C(N1)=O)=CC=CC2)=O (phthalimide). Yield: 198.7%. Reaction SMILES: O[N:2]1[C:6](=[O:7])[C:5]2=[CH:8][CH:9]=[CH:10][CH:11]=[C:4]2[C:3]1=[O:12].C1(P(C2C=CC=CC=2)C2C=CC=CC=2)C=CC=CC=1.N(C(OC(C)C)=O)=NC(OC(C)C)=O>O1CCCC1>[C:6]1(=[O:7])[NH:2][C:3](=[O:12])[C:4]2=[CH:11][CH:10]=[CH:9][CH:8]=[C:5]12. Reported procedure: (S)-3-Hydroxypiperidine hydrochloride was dissolved in distilled water (2.5 ml), sodium hydrogencarbonate (889 mg) was added to the solution, a solution (2.5 ml) of 4-nitrobenzyl chloroformate (836 mg) in acetone was slowly was added to the mixture at room temperature, and the resulting mixture was stirred for 2 hours. Ethyl acetate and distilled water were added to the reaction mixture, and the layers were separated. The organic layer was dried over anhydrous sodium sulfate, and filtered. The f... The reactants are [OH-].[Na+] (NaOH), O1COC2=C1C=CC(=C2)C2CN(CCC2)C(=O)[C@H]2COC1=C(O2)C=CC=C1 (3-Benzo[1,3]dioxol-5-ylpiperidin-1-yl-(R)-2,3-dihydrobenzo[1,4]dioxin-2-ylmethanone), O (Water), B.C1CCOC1 (BH3THF). Run in CN(C)C=O (DMF). Conditions: time 4.5 hour. Product: O1COC2=C1C=CC(=C2)C2CN(CCC2)C[C@H]2COC1=C(O2)C=CC=C1 (3-Benzo[1,3]dioxol-5-yl-1-[(S)-1-(2,3-dihydrobenzo[1,4]dioxin-2-yl)methyl]-piperidine). Isolated yield 83.8%. Reaction SMILES: [O:1]1[C:5]2[CH:6]=[CH:7][C:8]([CH:10]3[CH2:15][CH2:14][CH2:13][N:12]([C:16]([C@@H:18]4[O:23][C:22]5[CH:24]=[CH:25][CH:26]=[CH:27][C:21]=5[O:20][CH2:19]4)=O)[CH2:11]3)=[CH:9][C:4]=2[O:3][CH2:2]1.B.C1COCC1.O.[OH-].[Na+]>CN(C=O)C>[O:1]1[C:5]2[CH:6]=[CH:7][C:8]([CH:10]3[CH2:15][CH2:14][CH2:13][N:12]([CH2:16][C@@H:18]4[O:23][C:22]5[CH:24]=[CH:25][CH:26]=[CH:27][C:21]=5[O:20][CH2:19]4)[CH2:11]3)=[CH:9][C:4]=2[O:3][CH2:2]1 |f:1.2,4.5|. Procedure details: (3-Benzo[1,3]dioxol-5-ylpiperidin-1-yl-(R)-2,3-dihydrobenzo[1,4]dioxin-2-ylmethanone (285 mg, 0.77 mmol) was dissolved in dry DMF (2.5 ml) and 1 M BH3THF (3.10 ml, 3.10 mmol) was slowly added under a nitrogen atmosphere. The reaction mixture was stirred for 4.5 h at RT and then cooled to 0° C. Water was slowly added and the mixture basified with 2.5 M NaOH and extracted three times with EtOAc. The combined organic phases were dried (Na2SO4), filtered and evaporated to dryness. The crude product ... The reactants are BrCCCCN1CSC2(C1=O)CCCC2 (3-(4-bromobutyl)-1-thia-3-azaspiro[4.4]nonan-4-one), Cl.S1N=C(C2=C1C=CC=C2)N2CCNCC2 (1-(1,2-benzisothiazol-3-yl)piperazine hydrochloride), C(=O)([O-])[O-].[K+].[K+] (K2CO3), [Na+].[I-] (NaI). Run in C(C)#N (acetonitrile). Run at temperature 70 celsius. Yields the product S1N=C(C2=C1C=CC=C2)N2CCN(CC2)CCCCN2CSC1(C2=O)CCCCC1 (3-(4-(1-[1,2-Benzisothiazol-3-yl]-4-piperazinyl)butyl)1-thia-3-azaspiro[4.5]decan-4-one). Isolated yield 49.5%. As a reaction SMILES: Br[CH2:2][CH2:3][CH2:4][CH2:5][N:6]1[C:10](=[O:11])[C:9]2([CH2:15][CH2:14][CH2:13][CH2:12]2)[S:8][CH2:7]1.Cl.[S:17]1[C:21]2[CH:22]=[CH:23][CH:24]=[CH:25][C:20]=2[C:19]([N:26]2[CH2:31][CH2:30][NH:29][CH2:28][CH2:27]2)=[N:18]1.[C:32]([O-])([O-])=O.[K+].[K+].[Na+].[I-]>C(#N)C>[S:17]1[C:21]2[CH:22]=[CH:23][CH:24]=[CH:25][C:20]=2[C:19]([N:26]2[CH2:27][CH2:28][N:29]([CH2:2][CH2:3][CH2:4][CH2:5][N:6]3[C:10](=[O:11])[C:9]4([CH2:15][CH2:14][CH2:13][CH2:12][CH2:32]4)[S:8][CH2:7]3)[CH2:30][CH2:31]2)=[N:18]1 |f:1.2,3.4.5,6.7|. Procedure: A mixture of 3-(4-bromobutyl)-1-thia-3-azaspiro[4.4]nonan-4-one (4.00 g), 1-(1,2-benzisothiazol-3-yl)piperazine hydrochloride (3.67 g), K2CO3 (7.00 g) and NaI (300 mg) in acetonitrile (220 ml) was heated at 70° C. for 20 hours and the product was processed in substantially the same manner as in Example 10 to afford 3.01 g of crystalline solid, m.p. 209° C. The reactants are CC1=NC(=CC=C1COC1=CC2=C(C(=CS2)CC(=O)OC)C(=C1)C=O)C (methyl 2-(6-((2,6-dimethylpyridin-3-yl)methoxy)-4-formyl-1-benzothiophen-3-yl)acetate), [BH4-].[Na+] (NaBH4). Solvent: CO (MeOH). Run at temperature 0 celsius, time 1 hour. The product is COC(CC1=CSC2=C1C(=CC(=C2)OCC=2C(=NC(=CC2)C)C)CO)=O (Methyl(6-((2,6-dimethylpyridin-3-yl)methoxy)-4-(hydroxymethyl)-1-benzothiophen-3-yl)acetate). Yield: 12.2%. RXN SMILES: [CH3:1][C:2]1[C:7]([CH2:8][O:9][C:10]2[CH:23]=[C:22]([CH:24]=[O:25])[C:13]3[C:14]([CH2:17][C:18]([O:20][CH3:21])=[O:19])=[CH:15][S:16][C:12]=3[CH:11]=2)=[CH:6][CH:5]=[C:4]([CH3:26])[N:3]=1.[BH4-].[Na+]>CO>[CH3:21][O:20][C:18](=[O:19])[CH2:17][C:14]1[C:13]2[C:22]([CH2:24][OH:25])=[CH:23][C:10]([O:9][CH2:8][C:7]3[C:2]([CH3:1])=[N:3][C:4]([CH3:26])=[CH:5][CH:6]=3)=[CH:11][C:12]=2[S:16][CH:15]=1 |f:1.2|. Procedure: To a solution of methyl 2-(6-((2,6-dimethylpyridin-3-yl)methoxy)-4-formyl-1-benzothiophen-3-yl)acetate (140 mg, 0.38 mmol) in MeOH (3 mL) was added NaBH4 (21.51 mg) at 0° C. After stirring at 0° C. for 1 h, the mixture was quenched with saturated aqueous NH4Cl at room temperature and extracted with EtOAc. The organic layer was separated, washed successively with saturated aqueous NH4Cl and brine, dried over MgSO4 and concentrated in vacuo. The residue was purified by silica gel column chromatogr... Reactants: [Br-], Br, ClCCl, [K+], CC1(C)Oc2ccsc2C(N2CCCCC2=O)C1O. The product is CC1(C)Oc2cc(Br)sc2C(N2CCCCC2=O)C1O. As a reaction SMILES: [Br-:21].[Br:20].[Cl:23][CH2:24][Cl:25].[K+:22].[OH:1][CH:2]1[CH:3]([N:13]2[C:14](=[O:19])[CH2:15][CH2:16][CH2:17][CH2:18]2)[c:4]2[c:5]([cH:10][cH:11][s:12]2)[O:6][C:7]1([CH3:8])[CH3:9]>>[OH:1][CH:2]1[CH:3]([N:13]2[C:14](=[O:19])[CH2:15][CH2:16][CH2:17][CH2:18]2)[c:4]2[c:5]([cH:10][c:11]([Br:21])[s:12]2)[O:6][C:7]1([CH3:8])[CH3:9].